From a dataset of the Open Reaction Database (ORD), a public repository of structured organic reaction records. describe an organic reaction: reactants, conditions, products, and yield Starting materials: BrCCBr, CSc1ccc(Br)cc1, C1CCOC1, Cl, O=Cc1ccc(F)nc1, [Mg]. The product is CSc1ccc(C(O)c2ccc(F)nc2)cc1. Reaction SMILES: [Br:2][CH2:3][CH2:4][Br:5].[Br:6][c:7]1[cH:8][cH:9][c:10]([S:13][CH3:14])[cH:11][cH:12]1.[CH2:25]1[O:26][CH2:27][CH2:28][CH2:29]1.[ClH:24].[F:15][c:16]1[n:17][cH:18][c:19]([CH:20]=[O:21])[cH:22][cH:23]1.[Mg:1]>>[c:7]1([CH:20]([c:19]2[cH:18][n:17][c:16]([F:15])[cH:23][cH:22]2)[OH:21])[cH:8][cH:9][c:10]([S:13][CH3:14])[cH:11][cH:12]1. Reactants: CC(C)OC(=O)N1CCC(N)CC1, CCN(C(C)C)C(C)C, CS(=O)(=O)c1ccc2c(c1)CCN2c1cc(Cl)ncn1, ClCCl, CN(C)C=O. Product: CC(C)OC(=O)N1CCC(Nc2cc(N3CCc4cc(S(C)(=O)=O)ccc43)ncn2)CC1. As a reaction SMILES: [CH:1]([CH3:2])([CH3:3])[O:4][C:5](=[O:6])[N:7]1[CH2:8][CH2:9][CH:10]([NH2:13])[CH2:11][CH2:12]1.[CH:34]([N:35]([CH:36]([CH3:37])[CH3:38])[CH2:39][CH3:40])([CH3:41])[CH3:42].[Cl:14][c:15]1[cH:16][c:17]([N:21]2[CH2:22][CH2:23][c:24]3[cH:25][c:26]([S:30](=[O:31])(=[O:32])[CH3:33])[cH:27][cH:28][c:29]32)[n:18][cH:19][n:20]1.[Cl:48][CH2:49][Cl:50].[O:43]=[CH:44][N:45]([CH3:46])[CH3:47]>>[CH:1]([CH3:2])([CH3:3])[O:4][C:5](=[O:6])[N:7]1[CH2:8][CH2:9][CH:10]([NH:13][c:15]2[cH:16][c:17]([N:21]3[CH2:22][CH2:23][c:24]4[cH:25][c:26]([S:30](=[O:31])(=[O:32])[CH3:33])[cH:27][cH:28][c:29]43)[n:18][cH:19][n:20]2)[CH2:11][CH2:12]1.